From a dataset of the Open Reaction Database (ORD), a public repository of structured organic reaction records. describe an organic reaction: reactants, conditions, products, and yield As a reaction SMILES: [NH2:1][C:2]1[C:7]([NH2:8])=[C:6]([NH:9][C@@H:10]2[C@@H:15]3[CH2:16][C@@H:12]([CH:13]=[CH:14]3)[C@@H:11]2[C:17]([NH2:19])=[O:18])[C:5]([Br:20])=[CH:4][N:3]=1.[O:21]1[CH:25]=[CH:24][C:23]([CH:26]=O)=[CH:22]1>>[Br:20][C:5]1[C:6]([NH:9][C@@H:10]2[C@@H:15]3[CH2:16][C@@H:12]([CH:13]=[CH:14]3)[C@@H:11]2[C:17]([NH2:19])=[O:18])=[C:7]2[N:8]=[C:26]([C:23]3[CH:24]=[CH:25][O:21][CH:22]=3)[NH:1][C:2]2=[N:3][CH:4]=1. Procedure: In a similar fashion to Compound LXXXVII, (1S,2S,3R,4R)-3-(2,3-Diamino-5-bromo-pyridin-4-ylamino)-bicyclo[2.2.1]hept-5-ene-2-carboxylic acid amide (50 mg, 0.148 mmol) and 3-Furaldehyde (15.6 mg, 0.163 mmol) were reacted to produce 33 mg (54%) of the title compound. mp: 231-232° C., 1H NMR (300 MHz, DMSO-d6): 13.1 (s, 1H), 8.31 (s, 1H), 8.00 (s, 1H), 7.84 (s, 1H), 7.74 (br s, 1H), 7.21 (s, 1H), 7.10 (d, J=8 Hz, 1H), 7.01 (s, 1H), 6.40 (br s, 1H), 6.33 (br s, 1H), 5.15 (t, J=8 Hz, 1H), 2.87 (s, 1H... The product is BrC=1C(=C2C(=NC1)NC(=N2)C2=COC=C2)N[C@H]2[C@H]([C@@H]1C=C[C@H]2C1)C(=O)N ((1S,2S,3R,4R)-3-(6-Bromo-2-furan-3-yl-3H-imidazo[4,5-b]pyridin-7-ylamino)-bicyclo[2.2.1]hept-5-ene-2-carboxylic acid amide). The reactants are NC1=NC=C(C(=C1N)N[C@H]1[C@H]([C@@H]2C=C[C@H]1C2)C(=O)N)Br ((1S,2S,3R,4R)-3-(2,3-Diamino-5-bromo-pyridin-4-ylamino)-bicyclo[2.2.1]hept-5-ene-2-carboxylic acid amide), O1C=C(C=C1)C=O (3-Furaldehyde). Yield: 53.8%. Reactants: C(=O)(O)[O-].[Na+] (NaHCO3), COC(=O)C1=CC=C(C=C1)C(=O)C1=CC=C(C=C1)C(=O)OC (Bis(4-methoxycarbonylphenyl)methanone), Cl.NO (HCl H2NOH), C(C)(=O)[O-].[Na+] (sodium acetate). Solvent: C(C)O (Ethanol). Yields the product COC(=O)C1=CC=C(C=C1)C(=NO)C1=CC=C(C=C1)C(=O)OC (Bis(4-methoxycarbonylphenyl)methanone-oxime). Isolated yield 87.9%. Reaction SMILES: [CH3:1][O:2][C:3]([C:5]1[CH:10]=[CH:9][C:8]([C:11]([C:13]2[CH:18]=[CH:17][C:16]([C:19]([O:21][CH3:22])=[O:20])=[CH:15][CH:14]=2)=O)=[CH:7][CH:6]=1)=[O:4].Cl.[NH2:24][OH:25].C([O-])(=O)C.[Na+].C([O-])(O)=O.[Na+]>C(O)C>[CH3:1][O:2][C:3]([C:5]1[CH:10]=[CH:9][C:8]([C:11]([C:13]2[CH:18]=[CH:17][C:16]([C:19]([O:21][CH3:22])=[O:20])=[CH:15][CH:14]=2)=[N:24][OH:25])=[CH:7][CH:6]=1)=[O:4] |f:1.2,3.4,5.6|. Procedure: A mixture of 6 (2.33 g, 7.81 mmol), HCl-H2NOH (1.63 g, 23.4 mmol) and sodium acetate (1.92 g, 23.4 mmol) in Ethanol (80 ml) was heated for 24 h under reflux. The mixture was allowed to cool to RT, and half concentrated NaHCO3-solution (200 ml) was added. The aqueous phase was extracted with Et2O, the unified organic phases were washed with saturated solutions of NaHCO3 and NaCl, and dried over Na2SO4. The solvent was removed, and the crude product is crystallized from ethanol. 2.15 g (88%) of co... Reactants: COC(=O)C1=NC=C(N=C1)Cl (5-chloro-pyrazine-2-carboxylic acid methyl ester), [OH-].[Na+] (NaOH). The solvent is C(Cl)Cl (CH2Cl2), C1CCOC1 (THF), CO (MeOH). Run at temperature 0 celsius. Product: ClC=1N=CC(=NC1)C(=O)O (5-Chloro-pyrazine-2-carboxylic Acid). As a reaction SMILES: C[O:2][C:3]([C:5]1[CH:10]=[N:9][C:8]([Cl:11])=[CH:7][N:6]=1)=[O:4].[OH-].[Na+]>C1COCC1.CO.C(Cl)Cl>[Cl:11][C:8]1[N:9]=[CH:10][C:5]([C:3]([OH:4])=[O:2])=[N:6][CH:7]=1 |f:1.2|. Reported procedure: Dissolve 5-chloro-pyrazine-2-carboxylic acid methyl ester (10.0 g, 57.9 mmol) in THF (65 mL) and MeOH (65 mL). Cool the solution to 0° C. before adding 1N NaOH (63.7 mL) with stirring. Warm the mixture to room temperature and stir for 5 h. Concentrate the mixture in vacuo to 1/3 volume. Quench with 1N HCl (75 mL) to form a white precipitate. Dilute with CH2Cl2 (200 mL) and filter. Wash the filter cake with water and CH2Cl2. Separate the phases, dry the organic phase over MgSO4, filter, and conce... Starting materials: O=C([O-])O, C1COCCN1, COCCOC, COc1cc2cc3c(Nc4ccc(Sc5nccn5C)c(Cl)c4)c(C#N)cnc3cc2cc1OCCCl, [I-], [Na+], [Na+]. Product: COc1cc2cc3c(Nc4ccc(Sc5nccn5C)c(Cl)c4)c(C#N)cnc3cc2cc1OCCN1CCOCC1. RXN SMILES: [C:46](=[O:47])([OH:48])[O-:49].[CH2:38]1[CH2:39][O:40][CH2:41][CH2:42][NH:43]1.[CH3:51][O:52][CH2:53][CH2:54][O:55][CH3:56].[Cl:1][CH2:2][CH2:3][O:4][c:5]1[cH:6][c:7]2[c:8]([cH:9][c:10]3[c:11]([NH:19][c:20]4[cH:21][c:22]([Cl:33])[c:23]([S:26][c:27]5[n:28]([CH3:32])[cH:29][cH:30][n:31]5)[cH:24][cH:25]4)[c:12]([C:17]#[N:18])[cH:13][n:14][c:15]3[cH:16]2)[cH:34][c:35]1[O:36][CH3:37].[I-:45].[Na+:44].[Na+:50]>>[CH2:2]([CH2:3][O:4][c:5]1[cH:6][c:7]2[c:8]([cH:9][c:10]3[c:11]([NH:19][c:20]4[cH:21][c:22]([Cl:33])[c:23]([S:26][c:27]5[n:28]([CH3:32])[cH:29][cH:30][n:31]5)[cH:24][cH:25]4)[c:12]([C:17]#[N:18])[cH:13][n:14][c:15]3[cH:16]2)[cH:34][c:35]1[O:36][CH3:37])[N:43]1[CH2:38][CH2:39][O:40][CH2:41][CH2:42]1. The reactants are COC(C(=O)C)OC (1,1-dimethoxyacetone), C(C)(C)(C)OC(N(C)C)N(C)C (tert-butoxy-bis(dimethylamino)methane). Run at time 16 hour. Product: CN(C=CC(C(OC)OC)=O)C (4-dimethylamino-1,1-dimethoxy-3-buten-2-one). Reaction SMILES: [CH3:1][O:2][CH:3]([O:7][CH3:8])[C:4]([CH3:6])=[O:5].C(O[CH:14](N(C)C)[N:15]([CH3:17])[CH3:16])(C)(C)C>>[CH3:14][N:15]([CH3:17])[CH:16]=[CH:6][C:4](=[O:5])[CH:3]([O:7][CH3:8])[O:2][CH3:1]. Procedure details: 1,1-dimethoxyacetone (pyruvic aldehyde dimethyl acetal, Aldrich Chemical Co.) (3 cm3) was added dropwise with stirring to tert-butoxy-bis(dimethylamino)methane (Fluka Chemie AG) (5 cm3) and stirring continued at ambient temperature for 16 hours. The low-boiling impurities were removed by evaporation under reduced pressure. This left an orange oil (5.82 g) (1H NMR (CDCl3): δ2.88(3H,br s); 3.10(3H,br s); 3.40(6H,s); 4.58(1H,s); 5.34(1H,d); 7.76(1H,d)). Starting materials: CC1(O[C@H]2[C@@H](O1)[C@@H](C[C@@H]2CO)NC2=CC=NC=1N2N=C(C1)C1=CC(=CC=C1)C1(COC1)C)C ((rac)-[(3aR,4R,6R,6aS)-2,2-dimethyl-6-({2-[3-(3-methyloxetan-3-yl)phenyl]pyrazolo[1,5-a]pyrimidin-7-yl}amino)tetrahydro-3aH-cyclopenta[d][1,3]dioxol-4-yl]methanol), C1(=CC=C(C=C1)S(=O)(=O)[O-])C.[NH+]1=CC=CC=C1 (pyridinium p-toluenesulfonate), Cl (hydrochloric acid). Yields the product S(N)(OC[C@@H]1[C@H]([C@H]([C@@H](C1)NC1=CC=NC=2N1N=C(C2)C2=CC(=CC=C2)C(CCl)(C)CO)O)O)(=O)=O ((rac)-{(1R,2R,3S,4R)-4-[(2-{3-[2-chloro-1-(hydroxymethyl)-1-methylethyl]phenyl}pyrazolo[1,5-a]pyrimidin-7-yl)amino]-2,3-dihydroxycyclopentyl}methyl rel-sulfamate). RXN SMILES: CC1(C)[O:6][C@H:5]2[C@H:7]([NH:12][C:13]3[N:18]4[N:19]=[C:20]([C:22]5[CH:27]=[CH:26][CH:25]=[C:24]([C:28]6([CH3:32])[CH2:31][O:30][CH2:29]6)[CH:23]=5)[CH:21]=[C:17]4[N:16]=[CH:15][CH:14]=3)[CH2:8][C@H:9]([CH2:10][OH:11])[C@H:4]2[O:3]1.C1(C)C=CC([S:40]([O-:43])(=O)=[O:41])=CC=1.[NH+:45]1C=CC=CC=1.[ClH:51]>>[S:40](=[O:43])(=[O:41])([O:11][CH2:10][C@H:9]1[CH2:8][C@@H:7]([NH:12][C:13]2[N:18]3[N:19]=[C:20]([C:22]4[CH:27]=[CH:26][CH:25]=[C:24]([C:28]([CH2:29][OH:30])([CH3:32])[CH2:31][Cl:51])[CH:23]=4)[CH:21]=[C:17]3[N:16]=[CH:15][CH:14]=2)[C@H:5]([OH:6])[C@@H:4]1[OH:3])[NH2:45] |f:1.2|. Procedure: The title compound is prepared from (rac)-[(3aR,4R,6R,6aS)-2,2-dimethyl-6-({2-[3-(3-methyloxetan-3-yl)phenyl]pyrazolo[1,5-a]pyrimidin-7-yl}amino)tetrahydro-3aH-cyclopenta[d][1,3]dioxol-4-yl]methanol following Step 2 in Method A and adding 5 equivalents of pyridinium p-toluenesulfonate after the addition of hydrochloric acid. LCMS: (AA) M+1 526. Starting materials: COc1cc2c(Nc3ccc(Oc4ccccc4OC)cc3)c(C#N)cnc2cc1O, CCCC[O-], CS(C)=O, ClCCCBr, [K+], O. The product is COc1cc2c(Nc3ccc(Oc4ccccc4OC)cc3)c(C#N)cnc2cc1OCCCCl. Reaction SMILES: [CH3:1][O:2][c:3]1[c:4]([O:5][c:6]2[cH:7][cH:8][c:9]([NH:10][c:11]3[c:12]([C:24]#[N:25])[cH:13][n:14][c:15]4[cH:16][c:17]([OH:23])[c:18]([O:21][CH3:22])[cH:19][c:20]34)[cH:26][cH:27]2)[cH:28][cH:29][cH:30][cH:31]1.[CH3:37][CH2:38][CH2:39][CH2:40][O-:41].[CH3:44][S:45]([CH3:46])=[O:47].[Cl:32][CH2:33][CH2:34][CH2:35][Br:36].[K+:42].[OH2:43]>>[CH3:1][O:2][c:3]1[c:4]([O:5][c:6]2[cH:7][cH:8][c:9]([NH:10][c:11]3[c:12]([C:24]#[N:25])[cH:13][n:14][c:15]4[cH:16][c:17]([O:23][CH2:35][CH2:34][CH2:33][Cl:32])[c:18]([O:21][CH3:22])[cH:19][c:20]34)[cH:26][cH:27]2)[cH:28][cH:29][cH:30][cH:31]1.